This data is from the Open Reaction Database (ORD), a public repository of structured organic reaction records. The task is: describe an organic reaction: reactants, conditions, products, and yield The reactants are C(C#C)N1CSCC1=O (3-propargyl-4-oxothiazolidine), C=O (paraformaldehyde), Cl.FC1=CC=C(C(=O)C2CCNCC2)C=C1 (4-(4-fluorobenzoyl)-piperidine hydrochloride), cuprous, CCCCCC (hexane), C(C)(=O)OCC (ethyl acetate). Run in C(C)N(CC)CC (triethylamine), O1CCOCC1 (dioxane), ClCCl (dichloromethane). Conditions: temperature 80 celsius, time 3 hour. The product is C(C(=O)O)(=O)O.O=C1NCSC1 (4-oxothiazolidine oxalate). Reaction SMILES: C([N:4]1[C:8](=[O:9])[CH2:7][S:6][CH2:5]1)C#C.[CH2:10]=[O:11].Cl.FC1C=CC(C(C2CCNCC2)=O)=CC=1.CCCCCC.[C:34]([O:37]CC)(=[O:36])C>C(N(CC)CC)C.O1CCOCC1.ClCCl>[C:34]([OH:37])(=[O:36])[C:10]([OH:9])=[O:11].[O:9]=[C:8]1[CH2:7][S:6][CH2:5][NH:4]1 |f:2.3,9.10|. Procedure: To a solution of 3-propargyl-4-oxothiazolidine (5.02 g), paraformaldehyde (1.28 g) and 4-(4-fluorobenzoyl)-piperidine hydrochloride (10.36 g) in triethylamine (7.20 g) and approximately 20 ml sieve-dried dioxane was added 1.06 of cuprous opper chloride. The reaction flask was equipped with a reflux condenser and heated to 80° C. After 3 hours no starting material remained as observed by TLC (1:1, hexane:ethyl acetate). The reaction mixture was cooled to room temperature, diluted with dichloromet... The reactants are C(=O)(O)COC1=C(C(=O)O)C=CC=C1 (2-(Carboxymethoxy)benzoic acid), C(C)(=O)OC(C)=O (acetic anhydride). Run at temperature 135 celsius. Product: C(C)(=O)OC1=COC2=C1C=CC=C2 (Benzofuran-3-yl acetate). Isolated yield 76.0%. As a reaction SMILES: C([CH2:4][O:5][C:6]1[CH:14]=[CH:13][CH:12]=[CH:11][C:7]=1[C:8]([OH:10])=O)(O)=O.[C:15](OC(=O)C)(=[O:17])[CH3:16]>>[C:15]([O:10][C:8]1[C:7]2[CH:11]=[CH:12][CH:13]=[CH:14][C:6]=2[O:5][CH:4]=1)(=[O:17])[CH3:16]. Procedure details: To acetic anhydride (300 mL) was added 2-(carboxymethoxy)benzoic acid (7) (100 g, 0.510 mol) at ambient temperature and heated to 130-140° C. The reaction temperature was maintained for 14-20 h under stirring. The progress of the reaction was monitored by the HPLC analysis. Upon completion of the reaction, the reaction mixture was cooled to 50-80° C., acetic anhydride was recovered at 50-80° C. at reduced pressure and the crude product was extracted with dichloromethane (500 mL). The dichloromet... The reactants are [Li]CCCC, CN([SiH](C)C)[Si](C)(C)C, C[Si](C)(C)Cl, C[Si](C)(C)OC(=O)COc1ccccc1, C1CCOC1. Reaction SMILES: [CH2:10]([Li:11])[CH2:12][CH2:13][CH3:14].[CH3:1][SiH:2]([CH3:3])[N:8]([Si:4]([CH3:5])([CH3:6])[CH3:7])[CH3:9].[Cl:30][Si:31]([CH3:32])([CH3:33])[CH3:34].[O:15]([c:16]1[cH:17][cH:18][cH:19][cH:20][cH:21]1)[CH2:22][C:23](=[O:24])[O:25][Si:26]([CH3:27])([CH3:28])[CH3:29].[O:35]1[CH2:36][CH2:37][CH2:38][CH2:39]1>>[Si:4]([CH3:5])([CH3:6])([CH3:7])[O:24][C:23](=[CH:22][O:15][c:16]1[cH:17][cH:18][cH:19][cH:20][cH:21]1)[O:25][Si:26]([CH3:27])([CH3:28])[CH3:29]. Yields the product C[Si](C)(C)OC(=COc1ccccc1)O[Si](C)(C)C. The reactants are O=Cc1cc(O)ccc1Br, CC(=O)O[BH-](OC(C)=O)OC(C)=O, C1COCCN1, ClCCl, [Na+]. Yields the product Oc1ccc(Br)c(CN2CCOCC2)c1. Reaction SMILES: [Br:7][c:8]1[c:9]([CH:10]=[O:11])[cH:12][c:13]([OH:16])[cH:14][cH:15]1.[C:17]([O:18][BH-:19]([O:20][C:21](=[O:22])[CH3:23])[O:24][C:25](=[O:26])[CH3:27])(=[O:28])[CH3:29].[CH2:1]1[CH2:2][O:3][CH2:4][CH2:5][NH:6]1.[Cl:31][CH2:32][Cl:33].[Na+:30]>>[CH2:1]1[CH2:2][O:3][CH2:4][CH2:5][N:6]1[CH2:10][c:9]1[c:8]([Br:7])[cH:15][cH:14][c:13]([OH:16])[cH:12]1.